describe an organic reaction: reactants, conditions, products, and yield From a dataset of the Open Reaction Database (ORD), a public repository of structured organic reaction records. Reactants: OC1=C(C(=O)O)C=CC(=C1)O (2,4-dihydroxybenzoic acid), CC(=O)C (acetone), S(=O)(Cl)Cl (thionyl chloride). The reagents and catalysts are CN(C)C=1C=CN=CC1 (DMAP). Solvent: COCCOC (1,2-dimethoxyethane). Reaction conditions: temperature 0 celsius, time 1 hour. Product: OC1=CC2=C(C(OC(O2)(C)C)=O)C=C1 (7-Hydroxy-2,2-dimethyl-benzo[1,3]dioxin-4-one). Yield: 31.9%. Reaction SMILES: [OH:1][C:2]1[CH:10]=[C:9]([OH:11])[CH:8]=[CH:7][C:3]=1[C:4]([OH:6])=[O:5].[CH3:12][C:13]([CH3:15])=O.S(Cl)(Cl)=O>CN(C1C=CN=CC=1)C.COCCOC>[OH:11][C:9]1[CH:8]=[CH:7][C:3]2[C:4](=[O:6])[O:5][C:13]([CH3:15])([CH3:12])[O:1][C:2]=2[CH:10]=1. Reported procedure: To a cold mixture of 2,4-dihydroxybenzoic acid (25.9 g, 168.1 mmol), acetone (12.7 g, 218.5 mmol) and DMAP (1.03 g, 8.4 mmol) in 1,2-dimethoxyethane (DME) (96 mL) in an ice bath was added thionyl chloride (26.0 g, 218.5 mml) slowly. Resulting mixture was stirred at 0° C. for 1 h and then at rt for 23 h. Reaction mixture was quenched at 0° C. with saturated NaHCO3 solution (slowly with caution). After 200 mL of saturated NaHCO3 solution was added, NaHCO3 solid was added in small portion to the mi... The reactants are CC1(C)CCCC(C)(C)N1O, ClCCl, [Na+], O=C([O-])O, O, O=C(OCc1ccccc1)N1CCCC(CO)C1. The product is O=CC1CCCN(C(=O)OCc2ccccc2)C1. Reaction SMILES: [CH3:24][C:25]1([CH3:34])[N:26]([O:27])[C:28]([CH3:29])([CH3:30])[CH2:31][CH2:32][CH2:33]1.[Cl:35][CH2:36][Cl:37].[Na+:23].[O-:19][C:20]([OH:21])=[O:22].[OH2:38].[OH:1][CH2:2][CH:3]1[CH2:4][N:5]([C:9](=[O:10])[O:11][CH2:12][c:13]2[cH:14][cH:15][cH:16][cH:17][cH:18]2)[CH2:6][CH2:7][CH2:8]1>>[O:1]=[CH:2][CH:3]1[CH2:4][N:5]([C:9](=[O:10])[O:11][CH2:12][c:13]2[cH:14][cH:15][cH:16][cH:17][cH:18]2)[CH2:6][CH2:7][CH2:8]1.